From a dataset of the Open Reaction Database (ORD), a public repository of structured organic reaction records. describe an organic reaction: reactants, conditions, products, and yield Reactants: C(=O)(OC)C1=C2C=3C(CC(CC3NC2=CC=C1)C)=O (5-carbomethoxy-1,2-dihydro-2-methyl-9H-carbazol-4(3H)-one), FC=1C=C(CBr)C=CC1 (3-fluorobenzyl bromide), C([O-])([O-])=O.[K+].[K+] (potassium carbonate). Run in CN(C)C=O (DMF), CCOC(=O)C (EtOAc), Cl (HCl). Conditions: time 22 hour. Product: FC=1C=C(C=CC1)CN1C2=CC=CC(=C2C=2C(CC(CC12)C)=O)C(=O)OC (9-[(3-fluorophenyl)methyl]-5-carbomethoxy-2-methyl-1,2-dihydrocarbazol-4(3H)-one). Yield: 97.0%. RXN SMILES: [C:1]([C:5]1[CH:17]=[CH:16][CH:15]=[C:14]2[C:6]=1[C:7]1[C:8](=[O:19])[CH2:9][CH:10]([CH3:18])[CH2:11][C:12]=1[NH:13]2)([O:3][CH3:4])=[O:2].[F:20][C:21]1[CH:22]=[C:23]([CH:26]=[CH:27][CH:28]=1)[CH2:24]Br.C(=O)([O-])[O-].[K+].[K+]>CN(C=O)C.CCOC(C)=O.Cl>[F:20][C:21]1[CH:22]=[C:23]([CH2:24][N:13]2[C:12]3[CH2:11][CH:10]([CH3:18])[CH2:9][C:8](=[O:19])[C:7]=3[C:6]3[C:14]2=[CH:15][CH:16]=[CH:17][C:5]=3[C:1]([O:3][CH3:4])=[O:2])[CH:26]=[CH:27][CH:28]=1 |f:2.3.4|. Procedure: A suspension of 5-carbomethoxy-1,2-dihydro-2-methyl-9H-carbazol-4(3H)-one (1.0 g, 3.89 mM), 3-fluorobenzyl bromide (0.48 ml, 3.97 mM), and potassium carbonate (1.07 g, 7.78 mM) in 20 mL DMF was stirred at room temperature for 22 hours. The mixture was diluted with EtOAc and 1N HCl. The layers were separated and the aqueous extracted with EtOAc. The combined EtOAc layers were extracted with 1N HCl, water, then brine. After drying (Na2SO4), evaporation in vacuo afforded 1.38 g (97%) of the 9-[(3-f...